This data is from the Open Reaction Database (ORD), a public repository of structured organic reaction records. The task is: describe an organic reaction: reactants, conditions, products, and yield The reactants are CI (methyl iodide), C(CCC)[Li] (butyl lithium), C(C)(C)NC(C)C (diisopropylamine), CC(=O)C.C(=O)=O (acetone dry ice), ClC=1C=C2C(CCN(C2=CC1)C(C1=C(C=C(C=C1)Cl)Cl)=O)=O (6-chloro-1-(2,4-dichlorobenzoyl)-2,3-dihydro-4(1H)-quinolinone), Cl (hydrochloric acid). Run in O (water), O1CCCC1 (tetrahydrofuran), C(C)(=O)OCC (ethyl acetate), CCCCCC (n-hexane), O1CCCC1 (tetrahydrofuran). Reaction conditions: temperature 0 celsius, time 30 minute. The product is ClC=1C=C2C(C(CN(C2=CC1)C(C1=C(C=C(C=C1)Cl)Cl)=O)C)=O (6-chloro-1-(2,4-dichlorobenzoyl)-2,3-dihydro-3-methyl-4(1H)-quinolinone). As a reaction SMILES: C(NC(C)C)(C)C.C([Li])CCC.CC(C)=O.[C:17](=[O:19])=O.[Cl:20][C:21]1[CH:22]=[C:23]2[C:28](=[CH:29][CH:30]=1)[N:27]([C:31](=[O:40])[C:32]1[CH:37]=[CH:36][C:35]([Cl:38])=[CH:34][C:33]=1[Cl:39])[CH2:26][CH2:25][C:24]2=O.CI.Cl>O1CCCC1.C(OCC)(=O)C.O.CCCCCC>[Cl:20][C:21]1[CH:30]=[C:29]2[C:28](=[CH:23][CH:22]=1)[N:27]([C:31](=[O:40])[C:32]1[CH:37]=[CH:36][C:35]([Cl:38])=[CH:34][C:33]=1[Cl:39])[CH2:26][CH:25]([CH3:24])[C:17]2=[O:19] |f:2.3|. Reported procedure: To a cooled (-20° C. to -15° C.) solution of diisopropylamine (4.7 g) in anhydrous tetrahydrofuran (100 ml) was added dropwise n-hexane solution (29 ml) of 1.6 N butyl lithium over a 30-minute period in a nitrogen atmosphere, and stirring was continued for 30 minutes after the mixed solution was returned to 0° C. Then the solution was cooled to -75° C. with acetone-dry ice and 15 g of 6-chloro-1-(2,4-dichlorobenzoyl)-2,3-dihydro-4(1H)-quinolinone dissolved in 150 ml of anhydrous tetrahydrofuran ... The reactants are ClC=1C=C(C=C(C1)Cl)C(=C)C(F)(F)F (3,5-dichloro-1-(1-trifluoromethylethenyl)benzene), ClC(C1=CC(=C(C=C1)[N+](=O)[O-])C)=NO (α-chloro-3-methyl-4-nitrobenzaldoxime), C(O)([O-])=O.[K+] (potassium hydrogen carbonate), O (water). The solvent is O1CCCC1 (tetrahydrofuran), O1CCCC1 (tetrahydrofuran). Reaction conditions: time 18 hour. Yields the product C(C)(C)OC(C)C (diisopropyl ether), ClC=1C=C(C=C(C1)Cl)C1(CC(=NO1)C1=CC(=C(C=C1)[N+](=O)[O-])C)C(F)(F)F (5-(3,5-dichlorophenyl)-3-(3-methyl-4-nitrophenyl)-5-trifluoromethyl-4,5-dihydroisoxazole). Isolated yield 113.2%. RXN SMILES: [Cl:1][C:2]1[CH:3]=[C:4]([C:9]([C:11]([F:14])([F:13])[F:12])=[CH2:10])[CH:5]=[C:6]([Cl:8])[CH:7]=1.Cl[C:16](=[N:27][OH:28])[C:17]1[CH:22]=[CH:21][C:20]([N+:23]([O-:25])=[O:24])=[C:19]([CH3:26])[CH:18]=1.C(=O)([O-])[OH:30].[K+].O>O1CCCC1>[CH:17]([O:30][CH:9]([CH3:10])[CH3:11])([CH3:22])[CH3:16].[Cl:1][C:2]1[CH:3]=[C:4]([C:9]2([C:11]([F:14])([F:12])[F:13])[O:28][N:27]=[C:16]([C:17]3[CH:22]=[CH:21][C:20]([N+:23]([O-:25])=[O:24])=[C:19]([CH3:26])[CH:18]=3)[CH2:10]2)[CH:5]=[C:6]([Cl:8])[CH:7]=1 |f:2.3|. Reported procedure: In a solution of 1.31 g of 3,5-dichloro-1-(1-trifluoromethylethenyl)benzene synthesized in Step 1 of Synthetic Example 3 and 1.17 g of α-chloro-3-methyl-4-nitrobenzaldoxime in 10 ml of tetrahydrofuran, 1.15 g of potassium hydrogen carbonate and 1.50 g of water were added, and stirred at room temperature for 18 hours. After the completion of the reaction, tetrahydrofuran was removed from the reaction mixture, 3 ml of water was added, and stirred under colloing with ice for further 30 minutes. Pre...